Dataset: the Open Reaction Database (ORD), a public repository of structured organic reaction records. Task: describe an organic reaction: reactants, conditions, products, and yield The reactants are Cl (hydrochloric acid), C1OC2=C(O1)C=C(C=C2)O (sesamol), C(OCC)([O-])[O-] (ethyl orthoformate), [Cl-].[Al+3].[Cl-].[Cl-] (aluminum chloride). The solvent is C1=CC=CC=C1 (benzene). Conditions: time 1 hour. Product: OC1=C(C=O)C=C2C(=C1)OCO2 (2-hydroxy-4,5-methylenedioxybenzaldehyde). The yield is 34.9%. As a reaction SMILES: [CH2:1]1[O:5][C:4]2[CH:6]=[C:7]([OH:10])[CH:8]=[CH:9][C:3]=2[O:2]1.[CH:11]([O-])([O-])[O:12]CC.[Cl-].[Al+3].[Cl-].[Cl-].Cl>C1C=CC=CC=1>[OH:10][C:7]1[CH:6]=[C:4]2[O:5][CH2:1][O:2][C:3]2=[CH:9][C:8]=1[CH:11]=[O:12] |f:2.3.4.5|. Procedure: To a mixture of sesamol (8.28 g), ethyl orthoformate (53.58 g) and benzene (120 ml), powdered anhydrous aluminum chloride (12.0 g) was added, followed by stirring at room temperature for 1 hour. The mixture was then poured into 5% hydrochloric acid (180 ml) and stirred at room temperature for 30 minutes. After the insoluble substance was filtered off, the filtrate was extracted with ether. The ether layer was washed with water and dried (MgSO4), after which the solvent was evaporated off. The re... Procedure details: 2-bromo-4-(trifluoroacetamido)methylanisole (5 g, 16 mmol) was suspended in carbon tetrachloride (125 ml). Triphenylphosphine (8 g, 30.5 mmol) was added and the mixture stirred at 80° C. for 16 hours. Solvent was removed in vacuo and the residue poured into hexane (100 ml) and stirred at reflux for 30 minutes. The suspension was filtered through Hyflo™ and the filtrate concentrated to an oil. The oil in N,N-dimethylformamide (15 ml) was added to a stirred solution of sodium azide (1 g, 15 mmol) ... As a reaction SMILES: [Br:1][C:2]1[CH:7]=[C:6]([CH2:8][NH:9][C:10](=O)[C:11]([F:14])([F:13])[F:12])[CH:5]=[CH:4][C:3]=1[O:16][CH3:17].C1(P(C2C=CC=CC=2)C2C=CC=CC=2)C=CC=CC=1.[N-:37]=[N+:38]=[N-:39].[Na+].O>C(Cl)(Cl)(Cl)Cl.CN(C)C=O>[Br:1][C:2]1[CH:7]=[C:6]([CH2:8][N:9]2[C:10]([C:11]([F:14])([F:13])[F:12])=[N:39][N:38]=[N:37]2)[CH:5]=[CH:4][C:3]=1[O:16][CH3:17] |f:2.3|. Run at temperature 80 celsius, time 16 hour. Starting materials: BrC1=C(C=CC(=C1)CNC(C(F)(F)F)=O)OC (2-bromo-4-(trifluoroacetamido)methylanisole), O (water), C1(=CC=CC=C1)P(C1=CC=CC=C1)C1=CC=CC=C1 (Triphenylphosphine), [N-]=[N+]=[N-].[Na+] (sodium azide). Yields the product BrC1=C(C=CC(=C1)CN1N=NN=C1C(F)(F)F)OC (2-Bromo-4-(5-trifluoromethyl-1H-tetrazol-1-yl)methylanisole). Run in C(Cl)(Cl)(Cl)Cl (carbon tetrachloride), CN(C=O)C (N,N-dimethylformamide), CN(C=O)C (N,N-dimethylformamide). Starting materials: COC(=O)c1ccc(OCc2ccccc2)cn1, CCO, [Pd]. Product: COC(=O)c1ccc(O)cn1. As a reaction SMILES: [CH3:1][O:2][C:3](=[O:4])[c:5]1[n:6][cH:7][c:8]([O:11][CH2:12][c:13]2[cH:14][cH:15][cH:16][cH:17][cH:18]2)[cH:9][cH:10]1.[CH3:20][CH2:21][OH:22].[Pd:19]>>[CH3:1][O:2][C:3](=[O:4])[c:5]1[n:6][cH:7][c:8]([OH:11])[cH:9][cH:10]1. The reactants are BrCC(=O)C1=CC2=CC=CC=C2C=C1 (2-bromo-1-(2-naphthyl)ethanone), [N-]=[N+]=[N-].[Na+] (NaN3), CCOC(=O)C (EtOAc). The solvent is CC(=O)C (acetone). Conditions: time 24 hour. Yields the product N(=[N+]=[N-])CC(=O)C1=CC2=CC=CC=C2C=C1 (2-Azido-1-(2-naphthyl)ethanone). Reaction SMILES: Br[CH2:2][C:3]([C:5]1[CH:14]=[CH:13][C:12]2[C:7](=[CH:8][CH:9]=[CH:10][CH:11]=2)[CH:6]=1)=[O:4].[N-:15]=[N+:16]=[N-:17].[Na+].CCOC(C)=O>CC(C)=O>[N:15]([CH2:2][C:3]([C:5]1[CH:14]=[CH:13][C:12]2[C:7](=[CH:8][CH:9]=[CH:10][CH:11]=2)[CH:6]=1)=[O:4])=[N+:16]=[N-:17] |f:1.2|. Reported procedure: To 2-bromo-1-(2-naphthyl)ethanone in acetone was added NaN3 (1 eq.) and the mixture was stirred at RT for 24 h. EtOAc was added (10 vol.) and the mixture was filtered. The filtrate was concentrated under reduced pressure and the residue was purified by flash chromatography on silica eluting with 10% EtOAc/Petroleum ether to obtain the product as a white solid. 1H NMR (300 MHz, CDCl3) δ: 8.39 (1H, s), 8.02-7.82 (4H, m), 7.69-7.50 (2H, m), 4.68 (2H, s). MS (ES) C12H9N3O requires: 211, found: 212 (...